Dataset: the Open Reaction Database (ORD), a public repository of structured organic reaction records. Task: describe an organic reaction: reactants, conditions, products, and yield Starting materials: C(C)(=O)O[BH-](OC(C)=O)OC(C)=O.[Na+] (Sodium triacetoxyborohydride), C(C)(=O)O (acetic acid), FC1=C(C=C(C=C1)C1=CC2=C(N(N=N2)C(C2=CC=CC=C2)(C2=CC=CC=C2)C2=CC=CC=C2)C=C1)C=O (5-(4-fluoro-3-formylphenyl)-1-trityl-1H-benzotriazole), C(C)(C)(C)OC(=O)N1[C@H](CCC1)CNCC1=CC=C(C=C1)F ((R)-2-[(4-fluoro-benzylamino)-methyl]-pyrrolidine-1-carboxylic acid tert-butyl ester). Solvent: ClC(C)Cl (dichloroethane), ClCCl (dichloromethane). Conditions: time 8 hour. Yields the product C(C)(C)(C)OC(=O)N1[C@H](CCC1)CN(CC1=C(C=CC(=C1)C1=CC2=C(N(N=N2)C(C2=CC=CC=C2)(C2=CC=CC=C2)C2=CC=CC=C2)C=C1)F)CC1=CC=C(C=C1)F ((R)-2-({(4-Fluoro-benzyl)-[2-fluoro-5-(1-trityl-1H-benzotriazol-5-yl)-benzyl]-amino}-methyl)-pyrrolidine-1-carboxylic acid tert-butyl ester). The yield is 51.1%. RXN SMILES: C(O[BH-](OC(=O)C)OC(=O)C)(=O)C.[Na+].C(O)(=O)C.[F:19][C:20]1[CH:25]=[CH:24][C:23]([C:26]2[CH:53]=[CH:52][C:29]3[N:30]([C:33]([C:46]4[CH:51]=[CH:50][CH:49]=[CH:48][CH:47]=4)([C:40]4[CH:45]=[CH:44][CH:43]=[CH:42][CH:41]=4)[C:34]4[CH:39]=[CH:38][CH:37]=[CH:36][CH:35]=4)[N:31]=[N:32][C:28]=3[CH:27]=2)=[CH:22][C:21]=1[CH:54]=O.[C:56]([O:60][C:61]([N:63]1[CH2:67][CH2:66][CH2:65][C@@H:64]1[CH2:68][NH:69][CH2:70][C:71]1[CH:76]=[CH:75][C:74]([F:77])=[CH:73][CH:72]=1)=[O:62])([CH3:59])([CH3:58])[CH3:57]>ClC(Cl)C.ClCCl>[C:56]([O:60][C:61]([N:63]1[CH2:67][CH2:66][CH2:65][C@@H:64]1[CH2:68][N:69]([CH2:70][C:71]1[CH:76]=[CH:75][C:74]([F:77])=[CH:73][CH:72]=1)[CH2:54][C:21]1[CH:22]=[C:23]([C:26]2[CH:53]=[CH:52][C:29]3[N:30]([C:33]([C:46]4[CH:47]=[CH:48][CH:49]=[CH:50][CH:51]=4)([C:40]4[CH:45]=[CH:44][CH:43]=[CH:42][CH:41]=4)[C:34]4[CH:39]=[CH:38][CH:37]=[CH:36][CH:35]=4)[N:31]=[N:32][C:28]=3[CH:27]=2)[CH:24]=[CH:25][C:20]=1[F:19])=[O:62])([CH3:59])([CH3:57])[CH3:58] |f:0.1|. Reported procedure: Sodium triacetoxyborohydride (159 mg, 0.75 mmol) and acetic acid (36 mg, 0.6 mmol) were added to a mixture of 5-(4-fluoro-3-formylphenyl)-1-trityl-1H-benzotriazole (145 mg, 0.3 mmol) and (R)-2-[(4-fluoro-benzylamino)-methyl]-pyrrolidine-1-carboxylic acid tert-butyl ester (111 mg, 0.36 mmol) and 4 angstrom molecular sieves in 5 mL of dichloroethane. The mixture was stirred at ambient temperature overnight, and then it was diluted with dichloromethane, and washed with saturated sodium bicarbonate ... Reported procedure: The title compound may also be prepared by an alternative process, which is described below. Add (2-phenylsulfonyl-pyridin-3-yl)-(2-chlorophenyl)methanone (15 g) and 4-acetylpyridine (7.59 g; 1.5 eq) to DMSO (150 mL) under an inert atmosphere of N2. Heat the solution to 70° C., then add LiOH (4 g, 4 eq) in one portion. Stir the reaction mixture for 4 hours at that temperature. The mixture turns from red to dark brown during the reaction. Completion of the reaction may be checked by HPLC. After c... Conditions: temperature 70 celsius, time 4 hour. Yields the product P(=O)(O)(O)O.ClC1=C(C=CC=C1)C(=O)C=1C(=NC=CC1)C=C(C1=CC=NC=C1)O ((2-chlorophenyl)-[2-(2-hydroxy-2-pyridin-4-yl-vinyl)pyridin-3-yl]methanone phosphate). The solvent is C(Cl)Cl (CH2Cl2), CS(=O)C (DMSO), C(Cl)Cl (CH2Cl2). Reactants: C1(=CC=CC=C1)S(=O)(=O)C1=NC=CC=C1C(=O)C1=C(C=CC=C1)Cl ((2-phenylsulfonyl-pyridin-3-yl)-(2-chlorophenyl)methanone), C(C)(=O)O (acetic acid), [Li+].[OH-] (LiOH), C(C)(=O)C1=CC=NC=C1 (4-acetylpyridine), N#N (N2), OP(=O)(O)O (H3PO4). Reaction SMILES: C1(S([C:10]2[C:15]([C:16]([C:18]3[CH:23]=[CH:22][CH:21]=[CH:20][C:19]=3[Cl:24])=[O:17])=[CH:14][CH:13]=[CH:12][N:11]=2)(=O)=O)C=CC=CC=1.[C:25]([C:28]1[CH:33]=[CH:32][N:31]=[CH:30][CH:29]=1)(=[O:27])[CH3:26].N#N.[Li+].[OH-].C(O)(=O)C.[OH:42][P:43]([OH:46])([OH:45])=[O:44]>C(Cl)Cl.CS(C)=O>[P:43]([OH:46])([OH:45])([OH:44])=[O:42].[Cl:24][C:19]1[CH:20]=[CH:21][CH:22]=[CH:23][C:18]=1[C:16]([C:15]1[C:10]([CH:26]=[C:25]([OH:27])[C:28]2[CH:33]=[CH:32][N:31]=[CH:30][CH:29]=2)=[N:11][CH:12]=[CH:13][CH:14]=1)=[O:17] |f:3.4,9.10|. The product is CON(C)C(=O)c1ccno1. RXN SMILES: [CH3:10][O:11][NH:12][CH3:13].[CH3:14][CH2:15][N:16]=[C:17]=[N:18][CH2:19][CH2:20][CH2:21][N:22]([CH3:23])[CH3:24].[CH3:25][N:26]([c:27]1[cH:28][cH:29][cH:30][cH:31][n:32]1)[CH3:33].[CH3:34][N:35]1[CH2:36][CH2:37][O:38][CH2:39][CH2:40]1.[Cl:42][CH2:43][Cl:44].[ClH:41].[ClH:9].[o:1]1[n:2][cH:3][cH:4][c:5]1[C:6](=[O:7])[OH:8]>>[o:1]1[n:2][cH:3][cH:4][c:5]1[C:6](=[O:8])[N:12]([O:11][CH3:10])[CH3:13]. Starting materials: CNOC, CCN=C=NCCCN(C)C, CN(C)c1ccccn1, CN1CCOCC1, ClCCl, Cl, Cl, O=C(O)c1ccno1. Reactants: C(C)OP(=O)(OCC)CC1=CC=C(C=C1)NC(CCC=1C=NOC1C1=CC=CC=C1)=O (N-[4-(diethylphosphonomethyl)phenyl]-3-(5-phenyl-4-isoxazolyl)propionamide), C[Si](C)(C)Br (trimethylsilyl bromide). Solvent: C(C)#N (acetonitrile). Reaction conditions: time 16 hour. Yields the product C(C)OP(=O)(O)CC1=CC=C(C=C1)NC(CCC=1C=NOC1C1=CC=CC=C1)=O (N-[4-(ethylphosphonomethyl)phenyl]-3-(5-phenyl-4-isoxazolyl)propionamide). The yield is 67.2%. Reaction SMILES: [CH2:1]([O:3][P:4]([CH2:9][C:10]1[CH:15]=[CH:14][C:13]([NH:16][C:17](=[O:31])[CH2:18][CH2:19][C:20]2[CH:21]=[N:22][O:23][C:24]=2[C:25]2[CH:30]=[CH:29][CH:28]=[CH:27][CH:26]=2)=[CH:12][CH:11]=1)([O:6]CC)=[O:5])[CH3:2].C[Si](Br)(C)C>C(#N)C>[CH2:1]([O:3][P:4]([CH2:9][C:10]1[CH:15]=[CH:14][C:13]([NH:16][C:17](=[O:31])[CH2:18][CH2:19][C:20]2[CH:21]=[N:22][O:23][C:24]=2[C:25]2[CH:30]=[CH:29][CH:28]=[CH:27][CH:26]=2)=[CH:12][CH:11]=1)([OH:6])=[O:5])[CH3:2]. Reported procedure: A mixture of N-[4-(diethylphosphonomethyl)phenyl]-3-(5-phenyl-4-isoxazolyl)propionamide (221 mg), trimethylsilyl bromide (0.17 ml) and acetonitrile (10 ml) was stirred at room temperature for 16 hr. The reaction mixture was purified by preparative HPLC to give N-[4-(ethylphosphonomethyl)phenyl]-3-(5-phenyl-4-isoxazolyl)propionamide (139 mg, 67%). melting point: 80–82° C. The reactants are CN(C)C=O (DMF), C(O)([O-])=O.[Na+] (sodium hydrogen carbonate), BrCC(=O)OCC (ethyl 2-bromoacetate), ClC1=C(COC2=CC3=C(C(=C(S3)C(=O)N)S)C=C2)C=CC(=C1)Cl (6-((2,4-dichlorobenzyl)oxy)-3-sulfanyl-1-benzothiophene-2-carboxamide). Solvent: C1CCOC1 (THF). Reaction conditions: time 8 hour. Yields the product C(C)OC(CSC1=C(SC2=C1C=CC(=C2)OCC2=C(C=C(C=C2)Cl)Cl)C(N)=O)=O (Ethyl((2-carbamoyl-6-((2,4-dichlorobenzyl)oxy)-1-benzothiophen-3-yl)sulfanyl)acetate). As a reaction SMILES: [Cl:1][C:2]1[CH:22]=[C:21]([Cl:23])[CH:20]=[CH:19][C:3]=1[CH2:4][O:5][C:6]1[CH:18]=[CH:17][C:9]2[C:10]([SH:16])=[C:11]([C:13]([NH2:15])=[O:14])[S:12][C:8]=2[CH:7]=1.C(=O)([O-])O.[Na+].Br[CH2:30][C:31]([O:33][CH2:34][CH3:35])=[O:32].CN(C=O)C>C1COCC1>[CH2:34]([O:33][C:31](=[O:32])[CH2:30][S:16][C:10]1[C:9]2[CH:17]=[CH:18][C:6]([O:5][CH2:4][C:3]3[CH:19]=[CH:20][C:21]([Cl:23])=[CH:22][C:2]=3[Cl:1])=[CH:7][C:8]=2[S:12][C:11]=1[C:13](=[O:14])[NH2:15])[CH3:35] |f:1.2|. Reported procedure: To a mixture of 6-((2,4-dichlorobenzyl)oxy)-3-sulfanyl-1-benzothiophene-2-carboxamide (40 mg) in THF (dry) (4.0 mL) were added sodium hydrogen carbonate (13.1 mg) and ethyl 2-bromoacetate (0.017 mL). The mixture was stirred overnight at room temperature. To the mixture was added DMF (1.0 mL) and stirred at room temperature over weekend. The mixture was quenched with water and extracted with EtOAc. The combined organic layer was washed successively with water and brine, dried over MgSO4, and conc... Starting materials: COCC1CNCCN1, O=C(O)c1cn(-c2ccc(F)cc2)c2cc(Cl)c(F)cc2c1=O, c1ccncc1. Product: COCC1CN(c2cc3c(cc2F)c(=O)c(C(=O)O)cn3-c2ccc(F)cc2)CCN1. As a reaction SMILES: [CH3:24][O:25][CH2:26][CH:27]1[NH:28][CH2:29][CH2:30][NH:31][CH2:32]1.[Cl:1][c:2]1[c:3]([F:23])[cH:4][c:5]2[c:6](=[O:22])[c:7]([C:19](=[O:20])[OH:21])[cH:8][n:9](-[c:12]3[cH:13][cH:14][c:15]([F:18])[cH:16][cH:17]3)[c:10]2[cH:11]1.[cH:33]1[cH:34][cH:35][n:36][cH:37][cH:38]1>>[c:2]1([N:31]2[CH2:30][CH2:29][NH:28][CH:27]([CH2:26][O:25][CH3:24])[CH2:32]2)[c:3]([F:23])[cH:4][c:5]2[c:6](=[O:22])[c:7]([C:19](=[O:20])[OH:21])[cH:8][n:9](-[c:12]3[cH:13][cH:14][c:15]([F:18])[cH:16][cH:17]3)[c:10]2[cH:11]1. Reactants: Cl.CN(CCNS(=O)(=O)C1=C(C(=O)OC)C(=CC=C1)[N+](=O)[O-])C (methyl 2-[N-(2-dimethylaminoethyl)aminosulfonyl]-6-nitrobenzoate hydrochloride), CC([O-])C.[Na+] (sodium isopropoxide), C(C)(=O)O (acetic acid). Run in C(C)(C)O (isopropanol). The product is Cl.CN(CCNS(=O)(=O)C1=C(C(=O)OC(C)C)C(=CC=C1)[N+](=O)[O-])C (Isopropyl 2-[N-(2-Dimethylaminoethyl)aminosulfonyl]-6-nitrobenzoate Hydrochloride). The yield is 31.0%. As a reaction SMILES: [ClH:1].[CH3:2][N:3]([CH3:23])[CH2:4][CH2:5][NH:6][S:7]([C:10]1[CH:19]=[CH:18][CH:17]=[C:16]([N+:20]([O-:22])=[O:21])[C:11]=1[C:12](OC)=[O:13])(=[O:9])=[O:8].[CH3:24][CH:25]([CH3:27])[O-:26].[Na+].C(O)(=O)C>C(O)(C)C>[ClH:1].[CH3:2][N:3]([CH3:23])[CH2:4][CH2:5][NH:6][S:7]([C:10]1[CH:19]=[CH:18][CH:17]=[C:16]([N+:20]([O-:22])=[O:21])[C:11]=1[C:12]([O:26][CH:25]([CH3:27])[CH3:24])=[O:13])(=[O:9])=[O:8] |f:0.1,2.3,6.7|. Procedure details: A solution of methyl 2-[N-(2-dimethylaminoethyl)aminosulfonyl]-6-nitrobenzoate hydrochloride (12.0 g, 32.6 mmol) in dry isopropanol (500 mL) containing sodium isopropoxide (39 mmol) was stirred at reflux under N2 for 18 hours. After adding glacial acetic acid (1 mL) and concentrating under reduced pressure, the residue was partitioned between ethyl acetate and water. The ethyl acetate extract was washed with a saturated aqueous solution of sodium chloride, dried (Na2SO4), filtered and concentrat... Starting materials: OC(COC1=CC=CC2=C1C(=C(O2)C(=O)O)C)CNC(C)C (4-(2-hydroxy-3-isopropylamino-propoxy)-3-methyl-benzofuran-2-carboxylic acid), Cl.C(C)N (ethylamine hydrochloride), O (water), ON1N=NC2=C1C=CC=C2 (1-hydroxybenzotriazole). Solvent: CN(C)C=O (DMF), C(C)N(CC)CC (triethylamine). The product is C(C)NC(=O)C=1OC2=C(C1C)C(=CC=C2)OCC(CNC(C)C)O (4-(2-hydroxy-3-isopropylamino-propoxy)-3-methyl-benzofuran-2-carboxylic acid ethylamide). Isolated yield 36.8%. As a reaction SMILES: [OH:1][CH:2]([CH2:18][NH:19][CH:20]([CH3:22])[CH3:21])[CH2:3][O:4][C:5]1[C:10]2[C:11]([CH3:17])=[C:12]([C:14]([OH:16])=O)[O:13][C:9]=2[CH:8]=[CH:7][CH:6]=1.Cl.[CH2:24]([NH2:26])[CH3:25].O.ON1C2C=CC=CC=2N=N1>CN(C=O)C.C(N(CC)CC)C>[CH2:24]([NH:26][C:14]([C:12]1[O:13][C:9]2[CH:8]=[CH:7][CH:6]=[C:5]([O:4][CH2:3][CH:2]([OH:1])[CH2:18][NH:19][CH:20]([CH3:22])[CH3:21])[C:10]=2[C:11]=1[CH3:17])=[O:16])[CH3:25] |f:1.2|. Procedure details: A solution of 4-(2-hydroxy-3-isopropylamino-propoxy)-3-methyl-benzofuran-2-carboxylic acid (5 mg), ethylamine hydrochloride (42 mg), water-soluble carbodiimide hydrochloride (10 mg), 1-hydroxybenzotriazole (8 mg) and triethylamine (100 μl) in DMF (1 ml) was stirred at room temperature for five hours. The solvent was removed under reduced pressure, and the residue was diluted with ethyl acetate and washed with water. The organic layer was dried over anhydrous sodium sulfate and evaporated. The re... The reactants are CC(C)(C)OC(=O)NC(CCO)Cc1ccc(Br)cc1, Cl, C1COCCO1. Yields the product NC(CCO)Cc1ccc(Br)cc1, Cl. Reaction SMILES: [Br:1][c:2]1[cH:3][cH:4][c:5]([CH2:8][CH:9]([CH2:10][CH2:11][OH:12])[NH:13][C:14](=[O:15])[O:16][C:17]([CH3:18])([CH3:19])[CH3:20])[cH:6][cH:7]1.[ClH:21].[O:22]1[CH2:23][CH2:24][O:25][CH2:26][CH2:27]1>>[Br:1][c:2]1[cH:3][cH:4][c:5]([CH2:8][CH:9]([CH2:10][CH2:11][OH:12])[NH2:13])[cH:6][cH:7]1.[ClH:21].